describe an organic reaction: reactants, conditions, products, and yield From a dataset of the Open Reaction Database (ORD), a public repository of structured organic reaction records. Reactants: CC(C)(C)N1C(=O)C(Cl)=C(c2ccccc2)S1(=O)=O, Cl, Cl, NC1CCN(c2cc(C(F)(F)F)ccn2)CC1, CN(C)C=O. Yields the product CC(C)(C)N1C(=O)C(NC2CCN(c3cc(C(F)(F)F)ccn3)CC2)=C(c2ccccc2)S1(=O)=O. Reaction SMILES: [C:1]([CH3:2])([CH3:3])([CH3:4])[N:5]1[S:6](=[O:18])(=[O:19])[C:7]([c:12]2[cH:13][cH:14][cH:15][cH:16][cH:17]2)=[C:8]([Cl:11])[C:9]1=[O:10].[ClH:20].[ClH:21].[F:22][C:23]([c:24]1[cH:25][c:26]([N:30]2[CH2:31][CH2:32][CH:33]([NH2:36])[CH2:34][CH2:35]2)[n:27][cH:28][cH:29]1)([F:37])[F:38].[O:39]=[CH:40][N:41]([CH3:42])[CH3:43]>>[C:1]([CH3:2])([CH3:3])([CH3:4])[N:5]1[S:6](=[O:18])(=[O:19])[C:7]([c:12]2[cH:13][cH:14][cH:15][cH:16][cH:17]2)=[C:8]([NH:36][CH:33]2[CH2:32][CH2:31][N:30]([c:26]3[cH:25][c:24]([C:23]([F:22])([F:37])[F:38])[cH:29][cH:28][n:27]3)[CH2:35][CH2:34]2)[C:9]1=[O:10]. Product: CCOC(=O)c1ccnc(CCc2ccc(-c3ccccc3)cc2)c1. Reactants: CCO, C1COCCO1, CCOC(=O)c1ccnc(C=Cc2ccc(-c3ccccc3)cc2)c1. RXN SMILES: [CH3:32][CH2:33][OH:34].[O:26]1[CH2:27][CH2:28][O:29][CH2:30][CH2:31]1.[c:1]1(-[c:7]2[cH:8][cH:9][c:10]([CH:13]=[CH:14][c:15]3[n:16][cH:17][cH:18][c:19]([C:21](=[O:22])[O:23][CH2:24][CH3:25])[cH:20]3)[cH:11][cH:12]2)[cH:2][cH:3][cH:4][cH:5][cH:6]1>>[c:1]1(-[c:7]2[cH:8][cH:9][c:10]([CH2:13][CH2:14][c:15]3[n:16][cH:17][cH:18][c:19]([C:21](=[O:22])[O:23][CH2:24][CH3:25])[cH:20]3)[cH:11][cH:12]2)[cH:2][cH:3][cH:4][cH:5][cH:6]1. Reactants: CO, ClC(Cl)Cl, CCOC(=O)c1cn(CC)c2c(F)c(-c3ccc(CN=[N+]=[N-])cc3)c(F)cc2c1=O. Product: CCOC(=O)c1cn(CC)c2c(F)c(-c3ccc(CN)cc3)c(F)cc2c1=O. As a reaction SMILES: [CH3:31][OH:32].[CH:33]([Cl:34])([Cl:35])[Cl:36].[N:1](=[N+:2]=[N-:3])[CH2:4][c:5]1[cH:6][cH:7][c:8](-[c:11]2[c:12]([F:30])[cH:13][c:14]3[c:15](=[O:29])[c:16]([C:24](=[O:25])[O:26][CH2:27][CH3:28])[cH:17][n:18]([CH2:22][CH3:23])[c:19]3[c:20]2[F:21])[cH:9][cH:10]1>>[NH2:1][CH2:4][c:5]1[cH:6][cH:7][c:8](-[c:11]2[c:12]([F:30])[cH:13][c:14]3[c:15](=[O:29])[c:16]([C:24](=[O:25])[O:26][CH2:27][CH3:28])[cH:17][n:18]([CH2:22][CH3:23])[c:19]3[c:20]2[F:21])[cH:9][cH:10]1. Starting materials: C(C1=CC=CC=C1)(C1=CC=CC=C1)N1CC(C1)(O)C (1-benzhydryl-3-methylazetidin-3-ol), C(=O)(C(F)(F)F)O (TFA). Reagents/catalysts: [OH-].[OH-].[Pd+2] (Pd(OH)2/C). Solvent: CCO (EtOH). Reaction conditions: time 8 hour. Product: FC(C(=O)O)(F)F.CC1(CNC1)O (3-methylazetidin-3-ol 2,2,2-trifluoroacetate). As a reaction SMILES: C([N:14]1[CH2:17][C:16]([CH3:19])([OH:18])[CH2:15]1)(C1C=CC=CC=1)C1C=CC=CC=1.[C:20]([OH:26])([C:22]([F:25])([F:24])[F:23])=[O:21]>CCO.[OH-].[OH-].[Pd+2]>[F:23][C:22]([F:25])([F:24])[C:20]([OH:26])=[O:21].[CH3:19][C:16]1([OH:18])[CH2:17][NH:14][CH2:15]1 |f:3.4.5,6.7|. Reported procedure: To a solution of 1-benzhydryl-3-methylazetidin-3-ol (0.46 g, 1.82 mmol) in EtOH (15 mL) was added TFA (0.14 mL, 1.82 mmol) and Pd(OH)2/C (0.127 g, 0.182 mmol). The reaction was subjected to hydrogenation (50 psi) on a Parr shaker at ambient temperature overnight. The reaction mixture was filtered, concentrated and triturated with Et2O. The fine white solid was filtered to yield the product as a TFA salt. The reactants are OC1=C(C=O)C=CC(=C1C)O (2,4-dihydroxy-3-methylbenzaldehyde), P(O)(O)(O)=O (Phosphoric acid). The reagents and catalysts are [Pd] (palladium on carbon). The solvent is C(C)(C)O (isopropanol). Yields the product CC1=C(O)C=CC(=C1O)C (2,4-dimethylresorcinol). Yield: 72.0%. As a reaction SMILES: [OH:1][C:2]1[C:9]([CH3:10])=[C:8]([OH:11])[CH:7]=[CH:6][C:3]=1[CH:4]=O.P(=O)(O)(O)O>[Pd].C(O)(C)C>[CH3:10][C:9]1[C:2]([OH:1])=[C:3]([CH3:4])[CH:6]=[CH:7][C:8]=1[OH:11]. Reported procedure: A solution of 2,4-dihydroxy-3-methylbenzaldehyde (30.0 g, 197 mmol) with isopropanol (3 L) was ice-cooled in a 5 L 3-neck flask fitted with a magnetic stirrer. Phosphoric acid (4 mL) and d10% palladium on carbon were added and the solution was sparged with nitrogen, then hydrogen. When uptake was judged to be complete (c. 1.5 hour) the solution was again sparged with nitrogen and then filtered through Celite®. The solvent was stripped off, the residue taken up in ethyl acetate, and the resulting... The reactants are C(C)OCC (ethyl ether), N1[C@]2(CO)[C@@H](O)[C@H](O)[C@]1(O2)CO (2,5-Anhydro-2,5-imino-D-glucitol), FC1=CC=C(OCCBr)C=C1 (2-(4-fluorophenoxy)ethyl bromide), C(=O)([O-])[O-].[Na+].[Na+] (Na2CO3). Run in CN(C=O)C (dimethylformamide). The product is FC1=CC=C(OCCN2[C@]3(CO)[C@@H](O)[C@H](O)[C@]2(O3)CO)C=C1 (N-2-(4-Fluorophenoxy)ethyl-2,5-Anhydro-2,5-imino-D-glucitol). RXN SMILES: [NH:1]1[C@:9]2([CH2:11][OH:12])[O:10][C@:2]1([C@H:5]([C@@H:7]2[OH:8])[OH:6])[CH2:3][OH:4].[F:13][C:14]1[CH:23]=[CH:22][C:17]([O:18][CH2:19][CH2:20]Br)=[CH:16][CH:15]=1.C([O-])([O-])=O.[Na+].[Na+].C(OCC)C>CN(C)C=O>[F:13][C:14]1[CH:23]=[CH:22][C:17]([O:18][CH2:19][CH2:20][N:1]2[C@:9]3([CH2:11][OH:12])[O:10][C@:2]2([C@H:5]([C@@H:7]3[OH:8])[OH:6])[CH2:3][OH:4])=[CH:16][CH:15]=1 |f:2.3.4|. Procedure: A solution of a compound Formula XIV (2.60 g, 0.0159 mol), 2-(4-fluorophenoxy)ethyl bromide (3.70 g, 0.0169 mol), and Na2CO3 (1.86 g, 0.0175 mol) in 11 mL of dimethylformamide was heated at 85° C. for 8 h. The solution was cooled, then treated with 250 mL of ethyl ether portion wise, and the solvent was removed. The resultant residue was diluted with chloroform, filtered, and concentrated. This crude material was chromatographed on a Waters Prep-500 HPLC (88:11:1, CHCl3 /MEOH/NH4OH) to give the ... The reactants are CCn1cc(C(=O)O)cc(F)c1=O, CC(N)C(N)(c1ccc(F)cc1)c1ccc(F)nc1. The product is CCn1cc(C2=NC(c3ccc(F)cc3)(c3ccc(F)nc3)C(C)N2)cc(F)c1=O. RXN SMILES: [CH2:20]([CH3:21])[n:22]1[c:23](=[O:32])[c:24]([F:31])[cH:25][c:26]([C:28]([OH:29])=[O:30])[cH:27]1.[F:1][c:2]1[cH:3][cH:4][c:5]([C:8]([CH:9]([CH3:10])[NH2:11])([NH2:12])[c:13]2[cH:14][n:15][c:16]([F:19])[cH:17][cH:18]2)[cH:6][cH:7]1>>[F:1][c:2]1[cH:3][cH:4][c:5]([C:8]2([c:13]3[cH:14][n:15][c:16]([F:19])[cH:17][cH:18]3)[CH:9]([CH3:10])[NH:11][C:28]([c:26]3[cH:25][c:24]([F:31])[c:23](=[O:32])[n:22]([CH2:20][CH3:21])[cH:27]3)=[N:12]2)[cH:6][cH:7]1.